From a dataset of the Open Reaction Database (ORD), a public repository of structured organic reaction records. describe an organic reaction: reactants, conditions, products, and yield Reactants: C(#N)C1=C(C=C(C=C1)NC(=O)C1(OC1)C)C(F)(F)F (2-Methyl-oxirane-2-carboxylic acid (4-cyano-3-trifluoromethyl-phenyl)-amide), N.CO (NH3 MeOH). Reaction conditions: time 8 hour. The product is NCC(C(=O)NC1=CC(=C(C=C1)C#N)C(F)(F)F)(C)O (3-Amino-N-(4-cyano-3-trifluoromethyl-phenyl)-2-hydroxy-2-methyl-propionamide). Reaction SMILES: [C:1]([C:3]1[CH:8]=[CH:7][C:6]([NH:9][C:10]([C:12]2([CH3:15])[CH2:14][O:13]2)=[O:11])=[CH:5][C:4]=1[C:16]([F:19])([F:18])[F:17])#[N:2].[NH3:20].CO>>[NH2:20][CH2:14][C:12]([OH:13])([CH3:15])[C:10]([NH:9][C:6]1[CH:7]=[CH:8][C:3]([C:1]#[N:2])=[C:4]([C:16]([F:19])([F:18])[F:17])[CH:5]=1)=[O:11] |f:1.2|. Procedure details: 2-Methyl-oxirane-2-carboxylic acid (4-cyano-3-trifluoromethyl-phenyl)-amide (1.0 g, 3.48 mmoL) was dissolved in 7N NH3/MeOH solution (10 mL) at room temperature. The reaction mixture was stirred overnight and the solvent was removed to yield the title compound as pale yellow solid.